Dataset: the Open Reaction Database (ORD), a public repository of structured organic reaction records. Task: describe an organic reaction: reactants, conditions, products, and yield The reactants are COC(=O)c1cc(OCCCBr)no1, [Na+], C1CCOC1, [OH-]. The product is O=C(O)c1cc(OCCCBr)no1. RXN SMILES: [Br:1][CH2:2][CH2:3][CH2:4][O:5][c:6]1[n:7][o:8][c:9]([C:11](=[O:12])[O:13][CH3:14])[cH:10]1.[Na+:16].[O:17]1[CH2:18][CH2:19][CH2:20][CH2:21]1.[OH-:15]>>[Br:1][CH2:2][CH2:3][CH2:4][O:5][c:6]1[n:7][o:8][c:9]([C:11](=[O:12])[OH:13])[cH:10]1. Reactants: C(Cl)Cl (DCM), C(#N)C=1C(=C(SC1N1CCOCC1)C(=O)N)C1=C(C=C(C=C1)Cl)Cl (4-cyano-3-(2,4-dichlorophenyl)-5-morpholinothiophene-2-carboxamide), [N-]=[N+]=[N-].[Na+] (sodium azide), C(C)#N (ACN), [Si](Cl)(Cl)(Cl)Cl (silicon(IV) chloride), [Si](Cl)(Cl)(Cl)Cl (silicon(IV) chloride), C(Cl)Cl (DCM), [N-]=[N+]=[N-].[Na+] (sodium azide). Reaction conditions: time 30 minute. Yields the product ClC1=C(C=CC(=C1)Cl)C=1C(=C(SC1C1=NN=NN1)N1CCOCC1)C#N (4-(2,4-dichlorophenyl)-2-morpholino-5-(1H-tetrazol-5-yl)thiophene-3-carbonitrile). Isolated yield 54.5%. RXN SMILES: [N-:1]=[N+:2]=[N-:3].[Na+].C(#N)C.[Si](Cl)(Cl)(Cl)Cl.C(Cl)Cl.[C:16]([C:18]1[C:19]([C:32]2[CH:37]=[CH:36][C:35]([Cl:38])=[CH:34][C:33]=2[Cl:39])=[C:20]([C:29]([NH2:31])=O)[S:21][C:22]=1[N:23]1[CH2:28][CH2:27][O:26][CH2:25][CH2:24]1)#[N:17]>>[Cl:39][C:33]1[CH:34]=[C:35]([Cl:38])[CH:36]=[CH:37][C:32]=1[C:19]1[C:18]([C:16]#[N:17])=[C:22]([N:23]2[CH2:28][CH2:27][O:26][CH2:25][CH2:24]2)[S:21][C:20]=1[C:29]1[NH:31][N:3]=[N:2][N:1]=1 |f:0.1|. Procedure details: To a mixture of sodium azide (34.01 mg, 0.0005232 mol) in ACN (0.3 mL, 0.005 mol) was added silicon(IV) chloride (0.105 mmol, 0.000105 mol) in DCM (0.1 mL, 0.002 mol) and the mixture was stirred for 30 min. 4-cyano-3-(2,4-dichlorophenyl)-5-morpholinothiophene-2-carboxamide (20.0 mg, 0.0000523 mol) was added to the above mixture, followed by sodium azide (0.0340 g, 0.000523 mol) and silicon(IV) chloride (0.16 mmol, 0.00016 mol) in DCM (0.16 mL, 0.0025 mol) and the mixture was irradiated in microw... Starting materials: BrCc1ccccc1, COC(=O)c1cc2ccc(OC)cc2[nH]1, CCOC(C)=O, [K+], [K+], O=C([O-])[O-], CN(C)C=O. The product is COC(=O)c1cc2ccc(OC)cc2n1Cc1ccccc1. As a reaction SMILES: [Br:22][CH2:23][c:24]1[cH:25][cH:26][cH:27][cH:28][cH:29]1.[CH3:1][O:2][C:3](=[O:4])[c:5]1[nH:6][c:7]2[cH:8][c:9]([O:14][CH3:15])[cH:10][cH:11][c:12]2[cH:13]1.[CH3:35][CH2:36][O:37][C:38]([CH3:39])=[O:40].[K+:16].[K+:17].[O-:18][C:19]([O-:20])=[O:21].[O:30]=[CH:31][N:32]([CH3:33])[CH3:34]>>[CH3:1][O:2][C:3](=[O:4])[c:5]1[n:6]([CH2:23][c:24]2[cH:25][cH:26][cH:27][cH:28][cH:29]2)[c:7]2[cH:8][c:9]([O:14][CH3:15])[cH:10][cH:11][c:12]2[cH:13]1. Starting materials: N(=O)[O-].[Na+] (sodium nitrite), NC1=C(C=CC(=C1)C(F)(F)F)NC1=CC=C(OC(C(=O)OCC)C)C=C1 (ethyl 2-(4-(2-amino-4-(trifluoromethyl)phenylamino)phenoxy)propionate). Solvent: O (water), Cl (hydrochloric acid), O (water). Run at time 24 hour. Product: FC(C1=CC2=C(N(N=N2)C2=CC=C(OC(C(=O)OCC)C)C=C2)C=C1)(F)F (Ethyl 2-(4-(5-(trifluoromethyl)benzotriazol-1-yl)phenoxy)-propionate). As a reaction SMILES: [N:1]([O-])=O.[Na+].[NH2:5][C:6]1[CH:11]=[C:10]([C:12]([F:15])([F:14])[F:13])[CH:9]=[CH:8][C:7]=1[NH:16][C:17]1[CH:30]=[CH:29][C:20]([O:21][CH:22]([CH3:28])[C:23]([O:25][CH2:26][CH3:27])=[O:24])=[CH:19][CH:18]=1>O.Cl>[F:13][C:12]([F:15])([F:14])[C:10]1[CH:9]=[CH:8][C:7]2[N:16]([C:17]3[CH:18]=[CH:19][C:20]([O:21][CH:22]([CH3:28])[C:23]([O:25][CH2:26][CH3:27])=[O:24])=[CH:29][CH:30]=3)[N:1]=[N:5][C:6]=2[CH:11]=1 |f:0.1|. Procedure: A solution of 2.1 g of sodium nitrite in 25 ml of water was added drop-by-drop over a 5-minute period to a stirred solution of 7.4 g of 1C in 150 ml of 12% hydrochloric acid, at 0° C. The mixture then was allowed to warm to room temperature and was stirred for 24 hours. It then was diluted with 200 ml of water and extracted with ether. The ether extract was dried (MgSO4), filtered and concentrated to dryness. The residue was absorbed on silica gel and chromatographed, using as eluent a 2:15:33 v... The reactants are CS(=O)(=O)N1CCC(N)CC1, COc1ccc(C(=O)c2ccc(Cl)nc2N)cc1. Yields the product COc1ccc(C(=O)c2ccc(NC3CCN(S(C)(=O)=O)CC3)nc2N)cc1. Reaction SMILES: [CH3:19][S:20](=[O:21])(=[O:22])[N:23]1[CH2:24][CH2:25][CH:26]([NH2:29])[CH2:27][CH2:28]1.[NH2:1][c:2]1[n:3][c:4]([Cl:18])[cH:5][cH:6][c:7]1[C:8](=[O:9])[c:10]1[cH:11][cH:12][c:13]([O:16][CH3:17])[cH:14][cH:15]1>>[NH2:1][c:2]1[n:3][c:4]([NH:29][CH:26]2[CH2:25][CH2:24][N:23]([S:20]([CH3:19])(=[O:21])=[O:22])[CH2:28][CH2:27]2)[cH:5][cH:6][c:7]1[C:8](=[O:9])[c:10]1[cH:11][cH:12][c:13]([O:16][CH3:17])[cH:14][cH:15]1. Reactants: [Cl-].C(#N)C=1C=CC2=C(C(=CO2)C[P+](C2=CC=CC=C2)(C2=CC=CC=C2)C2=CC=CC=C2)C1 ((5-cyano-3-benzofuranyl)methyltriphenylphosphonium chloride), COC1=CC=C(C=C1)CC=O (4-methoxyphenylacetaldehyde), 1,8-diaza-bicyclo[5.4.0]-7-undecene. Solvent: O1CCCC1 (tetrahydrofuran), C(C)O (ethanol). Run at time 24 hour. Yields the product COC1=CC=C(C=C1)C=CCC1=COC2=C1C=C(C=C2)C#N (3-[3-(4-methoxyphenyl)allyl]-5-benzofurancarbonitrile). RXN SMILES: [Cl-].[C:2]([C:4]1[CH:5]=[CH:6][C:7]2[O:11][CH:10]=[C:9]([CH2:12][P+](C3C=CC=CC=3)(C3C=CC=CC=3)C3C=CC=CC=3)[C:8]=2[CH:32]=1)#[N:3].[CH3:33][O:34][C:35]1[CH:40]=[CH:39][C:38]([CH2:41][CH:42]=O)=[CH:37][CH:36]=1>O1CCCC1.C(O)C>[CH3:33][O:34][C:35]1[CH:40]=[CH:39][C:38]([CH:41]=[CH:42][CH2:12][C:9]2[C:8]3[CH:32]=[C:4]([C:2]#[N:3])[CH:5]=[CH:6][C:7]=3[O:11][CH:10]=2)=[CH:37][CH:36]=1 |f:0.1|. Reported procedure: 2.14 g of (5-cyano-3-benzofuranyl)methyltriphenylphosphonium chloride and 0.7 g of 4-methoxyphenylacetaldehyde were dissolved in a solvent mixture of 100 ml of tetrahydrofuran and 100 ml of ethanol. The thus prepared solution was mixed with 0.71 g of 1,8-diaza-bicyclo[5.4.0]-7-undecene and stirred for 24 hours. After distilling off the solvent, the resulting residue was purified by subjecting it to silica gel column chromatography using toluene as an elution solvent, thereby obtaining 0.86 g of ... The reactants are CC(C=C[Sn](C)(C)C)(C)C1=CC=C(C=C1)Cl (3-methyl-3-(4-chlorophenyl)-1-trimethylstannyl-1-butene), NC1=NC(=C(C(=N1)N)I)C (2,4-diamino-5-iodo-6-methylpyrimidine), [Cl-].[Li+] (lithium chloride). Reagents/catalysts: C(C)(C)(C)C1=C(C(=CC(=C1)C)C(C)(C)C)O (2,6-di-tert-butyl-4-methylphenol), Cl[Pd]([P](C1=CC=CC=C1)(C2=CC=CC=C2)C3=CC=CC=C3)([P](C4=CC=CC=C4)(C5=CC=CC=C5)C6=CC=CC=C6)Cl (bis(triphenylphosphine)palladium(II) chloride). The solvent is CN(C=O)C (N,N-dimethylformamide), CN(C=O)C (N,N-dimethylformamide). Conditions: temperature 65 celsius. Product: NC1=NC(=C(C(=N1)N)C=CC(C)(C)C1=CC=C(C=C1)Cl)C (2,4-diamino-6-methyl-5-[3-(4-chlorophenyl)-3-methyl-1-butenyl]pyrimidine). The yield is 60.0%. As a reaction SMILES: [CH3:1][C:2]([C:10]1[CH:15]=[CH:14][C:13]([Cl:16])=[CH:12][CH:11]=1)([CH3:9])[CH:3]=[CH:4][Sn](C)(C)C.[NH2:17][C:18]1[N:23]=[C:22]([NH2:24])[C:21](I)=[C:20]([CH3:26])[N:19]=1.[Cl-].[Li+]>CN(C)C=O.Cl[Pd](Cl)([P](C1C=CC=CC=1)(C1C=CC=CC=1)C1C=CC=CC=1)[P](C1C=CC=CC=1)(C1C=CC=CC=1)C1C=CC=CC=1.C(C1C=C(C)C=C(C(C)(C)C)C=1O)(C)(C)C>[NH2:17][C:18]1[N:23]=[C:22]([NH2:24])[C:21]([CH:4]=[CH:3][C:2]([C:10]2[CH:15]=[CH:14][C:13]([Cl:16])=[CH:12][CH:11]=2)([CH3:9])[CH3:1])=[C:20]([CH3:26])[N:19]=1 |f:2.3,^1:36,55|. Procedure: This compound is prepared in a manner analogous to that of Step E of Example 6, using 4.8 grams (0.014 mole) of 3-methyl-3-(4-chlorophenyl)-1-trimethylstannyl-1-butene, 2.7 grams (0.011 mole) of 2,4-diamino-5-iodo-6-methylpyrimidine (prepared in Step B of Example 3), 2.8 grams (0.066 mole) of lithium chloride, 0.4 gram (5 mole %) of bis(triphenylphosphine)palladium(II) chloride, and about 0.05 gram (catalyst) of 2,6-di-tert-butyl-4-methylphenol in 25 mL of N,N-dimethylformamide. After heating at...